The task is: describe an organic reaction: reactants, conditions, products, and yield. This data is from the Open Reaction Database (ORD), a public repository of structured organic reaction records. RXN SMILES: [CH3:1][O:2][C:3]([CH2:4][O:5][c:6]1[cH:7][c:8](-[c:12]2[n:13][c:14]([NH:29][S:30](=[O:31])(=[O:32])[c:33]3[n:34][cH:35][c:36]([CH3:39])[cH:37][cH:38]3)[c:15]([O:20][c:21]3[c:22]([O:27][CH3:28])[cH:23][cH:24][cH:25][cH:26]3)[c:16]([O:18][CH3:19])[n:17]2)[cH:9][cH:10][cH:11]1)=[O:40].[CH3:46][CH2:47][O:48][C:49]([CH3:50])=[O:51].[CH3:52][OH:53].[Cl:43][CH2:44][Cl:45].[Na+:42].[OH-:41]>>[O:2]=[C:3]([CH2:4][O:5][c:6]1[cH:7][c:8](-[c:12]2[n:13][c:14]([NH:29][S:30](=[O:31])(=[O:32])[c:33]3[n:34][cH:35][c:36]([CH3:39])[cH:37][cH:38]3)[c:15]([O:20][c:21]3[c:22]([O:27][CH3:28])[cH:23][cH:24][cH:25][cH:26]3)[c:16]([O:18][CH3:19])[n:17]2)[cH:9][cH:10][cH:11]1)[OH:40]. The product is COc1ccccc1Oc1c(NS(=O)(=O)c2ccc(C)cn2)nc(-c2cccc(OCC(=O)O)c2)nc1OC. Starting materials: COC(=O)COc1cccc(-c2nc(NS(=O)(=O)c3ccc(C)cn3)c(Oc3ccccc3OC)c(OC)n2)c1, CCOC(C)=O, CO, ClCCl, [Na+], [OH-]. Reactants: C=CCc1cc(C(F)(F)F)ccc1O, CCO, [H][H]. The product is CCCc1cc(C(F)(F)F)ccc1O. As a reaction SMILES: [CH2:1]([CH:2]=[CH2:3])[c:4]1[c:5]([OH:14])[cH:6][cH:7][c:8]([C:10]([F:11])([F:12])[F:13])[cH:9]1.[CH3:17][CH2:18][OH:19].[H:15][H:16]>>[CH2:1]([CH2:2][CH3:3])[c:4]1[c:5]([OH:14])[cH:6][cH:7][c:8]([C:10]([F:11])([F:12])[F:13])[cH:9]1. Reactants: BrCC1=CC(=CC=C1)I (1-bromomethyl-3-iodo-benzene), COC(CS)=O (mercapto-acetic acid methyl ester), [OH-].[Li+] (lithium hydroxide), ester, C(=O)([O-])[O-].[K+].[K+] (K2CO3), O=P12OP3(=O)OP(=O)(O1)OP(=O)(O2)O3 (P2O5). The solvent is ClC1=CC=CC=C1 (chlorobenzene), CC(=O)C (acetone), O (water), CO (methanol), C(C)(=O)O (acetic acid). Reaction conditions: time 8 hour. Yields the product IC1=CC=C2C(CSCC2=C1)=O (7-iodo-isothiochroman-4-one). Reaction SMILES: Br[CH2:2][C:3]1[CH:8]=[CH:7][CH:6]=[C:5]([I:9])[CH:4]=1.C[O:11][C:12](=O)[CH2:13][SH:14].C([O-])([O-])=O.[K+].[K+].[OH-].[Li+].O=P12OP3(OP(OP(O3)(O1)=O)(=O)O2)=O>CC(C)=O.ClC1C=CC=CC=1.C(O)(=O)C.O.CO>[I:9][C:5]1[CH:4]=[C:3]2[C:8]([C:12](=[O:11])[CH2:13][S:14][CH2:2]2)=[CH:7][CH:6]=1 |f:2.3.4,5.6|. Procedure details: To a solution of 1-bromomethyl-3-iodo-benzene (CAS#49617-83-6, 25.0 g, 84 mmol) in acetone (500 mL) is added mercapto-acetic acid methyl ester (9.0 g, 85 mmol) followed by K2CO3 (15.2 g 110 mmol). The reaction is permitted to stir overnight. The next morning the reaction is filtered and concentrated. The resulting residue containing (3-iodo-benzylsulfanyl)-acetic acid methyl ester is then dissolved in methanol (300 mL). The methanol solution is charged with water (100 mL) and lithium hydroxide (... Reactants: N#Cc1ccc(OCCCCBr)cc1, [Li]CCCC, Cc1cc(C)on1, CCOC(C)=O, [Cl-], Cl, [Na+], C1CCOC1. Product: Cc1cc(CCCCCOc2ccc(C#N)cc2)on1. RXN SMILES: [Br:13][CH2:14][CH2:15][CH2:16][CH2:17][O:18][c:19]1[cH:20][cH:21][c:22]([C:23]#[N:24])[cH:25][cH:26]1.[CH2:8]([Li:9])[CH2:10][CH2:11][CH3:12].[CH3:1][c:2]1[n:3][o:4][c:5]([CH3:7])[cH:6]1.[CH3:35][CH2:36][O:37][C:38](=[O:39])[CH3:40].[Cl-:28].[ClH:29].[Na+:27].[O:30]1[CH2:31][CH2:32][CH2:33][CH2:34]1>>[CH3:1][c:2]1[n:3][o:4][c:5]([CH2:7][CH2:14][CH2:15][CH2:16][CH2:17][O:18][c:19]2[cH:20][cH:21][c:22]([C:23]#[N:24])[cH:25][cH:26]2)[cH:6]1.